From a dataset of the Open Reaction Database (ORD), a public repository of structured organic reaction records. describe an organic reaction: reactants, conditions, products, and yield Reaction SMILES: [C:16]([CH:17]=[CH:18][CH2:19][CH2:20][CH3:21])(=[O:22])[O:23][CH3:24].[CH3:26][C:27]#[N:28].[ClH:25].[N+:1](=[O:2])([O-:3])[CH3:4].[N:5]12[CH2:6][CH2:7][CH2:8][N:9]=[C:10]1[CH2:11][CH2:12][CH2:13][CH2:14][CH2:15]2>>[N+:1](=[O:2])([O-:3])[CH2:4][CH:18]([CH2:17][C:16](=[O:22])[O:23][CH3:24])[CH2:19][CH2:20][CH3:21]. The reactants are CCCC=CC(=O)OC, CC#N, Cl, C[N+](=O)[O-], C1CCC2=NCCCN2CC1. Product: CCCC(CC(=O)OC)C[N+](=O)[O-].